From a dataset of the Open Reaction Database (ORD), a public repository of structured organic reaction records. describe an organic reaction: reactants, conditions, products, and yield The reactants are CN1C[C@H](CCC1)C1=NN=C2N1C=C(C=C2)O[C@@H]2CC[C@@H](C1=CC=CC=C21)N ((1S,4R)-4-[3-((S)-1-Methyl-piperidin-3-yl)-[1,2,4]triazolo[4,3-a]pyridin-6-yloxy]-1,2,3,4-tetrahydro-naphthalen-1-ylamine), CCN(C(C)C)C(C)C (DIPEA), ClC(COC(NC=1N(N=C(C1)C(C)(C)C)C1=CC=C(C=C1)C)=O)(Cl)Cl ((5-tert-butyl-2-p-tolyl-2H-pyrazol-3-yl)-carbamic acid 2,2,2-trichloro-ethyl ester). Solvent: O1CCOCC1 (dioxane). The product is C(C)(C)(C)C=1C=C(N(N1)C1=CC=C(C=C1)C)NC(=O)N[C@H]1CC[C@H](C2=CC=CC=C12)OC=1C=CC=2N(C1)C(=NN2)[C@@H]2CN(CCC2)C (1-(5-tert-Butyl-2-p-tolyl-2H-pyrazol-3-yl)-3-{(1S,4R)-4-[3-((S)-1-methyl-piperidin-3-yl)-[1,2,4]triazolo[4,3-a]pyridin-6-yloxy]-1,2,3,4-tetrahydro-naphthalen-1-yl}-urea). Isolated yield 74.0%. As a reaction SMILES: ClC(Cl)(Cl)CO[C:5](=[O:23])[NH:6][C:7]1[N:8]([C:16]2[CH:21]=[CH:20][C:19]([CH3:22])=[CH:18][CH:17]=2)[N:9]=[C:10]([C:12]([CH3:15])([CH3:14])[CH3:13])[CH:11]=1.[CH3:26][N:27]1[CH2:32][CH2:31][CH2:30][C@H:29]([C:33]2[N:37]3[CH:38]=[C:39]([O:42][C@H:43]4[C:52]5[C:47](=[CH:48][CH:49]=[CH:50][CH:51]=5)[C@@H:46]([NH2:53])[CH2:45][CH2:44]4)[CH:40]=[CH:41][C:36]3=[N:35][N:34]=2)[CH2:28]1.CCN(C(C)C)C(C)C>O1CCOCC1>[C:12]([C:10]1[CH:11]=[C:7]([NH:6][C:5]([NH:53][C@@H:46]2[C:47]3[C:52](=[CH:51][CH:50]=[CH:49][CH:48]=3)[C@H:43]([O:42][C:39]3[CH:40]=[CH:41][C:36]4[N:37]([C:33]([C@H:29]5[CH2:30][CH2:31][CH2:32][N:27]([CH3:26])[CH2:28]5)=[N:34][N:35]=4)[CH:38]=3)[CH2:44][CH2:45]2)=[O:23])[N:8]([C:16]2[CH:21]=[CH:20][C:19]([CH3:22])=[CH:18][CH:17]=2)[N:9]=1)([CH3:14])([CH3:15])[CH3:13]. Reported procedure: An orange-brown solution (5-tert-butyl-2-p-tolyl-2H-pyrazol-3-yl)-carbamic acid 2,2,2-trichloro-ethyl ester (Synthetic Communications, 2009, 39, 3999-4009, which is incorporated herein by reference in its entirety; 243 mg, 0.600 mmol), Intermediate 88e (151 mg, 0.400 mmol) and DIPEA (0.122 mL, 0.700 mmol) in dry dioxane (5 mL) was stirred at 65° C. for 15 h. The cooled solution was concentrated in vacuo, redissolved in MeOH (2 mL), applied to an SCX-2 cartridge (10 g) and washed with MeOH (50 mL...